This data is from the Open Reaction Database (ORD), a public repository of structured organic reaction records. The task is: describe an organic reaction: reactants, conditions, products, and yield The reactants are C(C)(=O)O[C@H](C(=O)N[C@@H](CC(=O)OCC)C1=CC=C(C=C1)C)[C@@H]([C@@H]([C@H](COC(C)=O)NC([C@@H](NC(=O)OCC1=CC=CC=C1)CC(C)C)=O)OC(C)=O)OC(C)=O (ethyl (S)-3-[(2S,3R,4 R,5S)-2,3,4,6-tetraacetoxy-5-(N-benzyloxycarbonyl-L-leucyl)aminohexanoyl]amino-3-(4-methylphenyl)propionate). Reagents/catalysts: [Pd] (palladium on activated carbon). Run in CO (methanol). Yields the product O[C@H](C(=O)N[C@@H](CC(=O)O)C1=CC=C(C=C1)C)[C@@H]([C@@H]([C@H](CO)NC([C@@H](N)CC(C)C)=O)O)O ((S)-3-[(2S,3R,4R,5S)-2,3,4,6-tetrahydroxy-5-(L-leucyl)aminohexanoyl]amino-3-(4-methylphenyl)propionic acid). The yield is 46.3%. RXN SMILES: C([O:4][C@@H:5]([C@H:23]([O:54]C(=O)C)[C@H:24]([O:50]C(=O)C)[C@@H:25]([NH:31][C:32](=[O:49])[C@H:33]([CH2:45][CH:46]([CH3:48])[CH3:47])[NH:34]C(OCC1C=CC=CC=1)=O)[CH2:26][O:27]C(=O)C)[C:6]([NH:8][C@H:9]([C:16]1[CH:21]=[CH:20][C:19]([CH3:22])=[CH:18][CH:17]=1)[CH2:10][C:11]([O:13]CC)=[O:12])=[O:7])(=O)C>CO.[Pd]>[OH:4][C@@H:5]([C@H:23]([OH:54])[C@H:24]([OH:50])[C@@H:25]([NH:31][C:32](=[O:49])[C@H:33]([CH2:45][CH:46]([CH3:48])[CH3:47])[NH2:34])[CH2:26][OH:27])[C:6]([NH:8][C@H:9]([C:16]1[CH:17]=[CH:18][C:19]([CH3:22])=[CH:20][CH:21]=1)[CH2:10][C:11]([OH:13])=[O:12])=[O:7]. Procedure details: A solution of ethyl (S)-3-[(2S,3R,4 R,5S)-2,3,4,6-tetraacetoxy-5-(N-benzyloxycarbonyl-L-leucyl)aminohexanoyl]amino-3-(4-methylphenyl)propionate (184 mg) in methanol (10 ml) was stirred at room temperature with 10% palladium on activated carbon (100 mg) under hydrogen atmosphere for 2 hours. After filtration, the filtrate was concentrated under reduced pressure. The residue was dissolved in methanol (10 ml) and to the solution was added 1N aqueous sodium hydroxide solution (2.2 ml) under ice-cool... The reactants are CI, CCOC(=O)COc1ccc(CCN(C)S(=O)(=O)c2ccccc2)cc1, CN(C)P(=O)(N(C)C)N(C)C, Cc1ccccc1, Cl, [H-], [Na+], O, CCOC(=O)COc1ccc(CCNS(=O)(=O)c2ccccc2)cc1. Yields the product CN(CCc1ccc(OCC(=O)O)cc1)S(=O)(=O)c1ccccc1. RXN SMILES: [CH3:28][I:29].[CH3:31][N:32]([CH2:33][CH2:34][c:35]1[cH:36][cH:37][c:38]([O:39][CH2:40][C:41](=[O:42])[O:43][CH2:44][CH3:45])[cH:46][cH:47]1)[S:48](=[O:49])(=[O:50])[c:51]1[cH:52][cH:53][cH:54][cH:55][cH:56]1.[CH3:58][N:59]([CH3:60])[P:61](=[O:62])([N:63]([CH3:64])[CH3:65])[N:66]([CH3:67])[CH3:68].[CH3:69][c:70]1[cH:71][cH:72][cH:73][cH:74][cH:75]1.[ClH:30].[H-:1].[Na+:2].[OH2:57].[c:3]1([S:4]([NH:5][CH2:6][CH2:7][c:8]2[cH:9][cH:10][c:11]([O:12][CH2:13][C:14]([O:15][CH2:16][CH3:17])=[O:18])[cH:19][cH:20]2)(=[O:21])=[O:22])[cH:23][cH:24][cH:25][cH:26][cH:27]1>>[CH3:31][N:32]([CH2:33][CH2:34][c:35]1[cH:36][cH:37][c:38]([O:39][CH2:40][C:41](=[O:42])[OH:43])[cH:46][cH:47]1)[S:48](=[O:49])(=[O:50])[c:51]1[cH:52][cH:53][cH:54][cH:55][cH:56]1. The reactants are ClC1=C(NC)C=CC=C1 (2-chloro-N-methylaniline), N1=CC=CC=C1 (pyridine), [N+](=O)([O-])C=1C=C(C=CC1)S(=O)(=O)Cl (3-nitrobenzenesulfonyl chloride). Run in C(Cl)Cl (methylene chloride), O (water), C(Cl)Cl (methylene chloride). Reaction conditions: time 16 hour. Product: ClC1=C(C=CC=C1)N(S(=O)(=O)C1=CC(=CC=C1)[N+](=O)[O-])C (N-(2-chlorophenyl)-N-methyl-(3-nitrophenyl)sulfonamide). Reaction SMILES: [Cl:1][C:2]1[CH:9]=[CH:8][CH:7]=[CH:6][C:3]=1[NH:4][CH3:5].N1C=CC=CC=1.[N+:16]([C:19]1[CH:20]=[C:21]([S:25](Cl)(=[O:27])=[O:26])[CH:22]=[CH:23][CH:24]=1)([O-:18])=[O:17]>C(Cl)Cl.O>[Cl:1][C:2]1[CH:9]=[CH:8][CH:7]=[CH:6][C:3]=1[N:4]([CH3:5])[S:25]([C:21]1[CH:22]=[CH:23][CH:24]=[C:19]([N+:16]([O-:18])=[O:17])[CH:20]=1)(=[O:26])=[O:27]. Procedure details: To a solution of 2-chloro-N-methylaniline (4.96 mmol, 1.1 eq., 702 mg) and pyridine (5.86 mmol, 464 mg) in 20 mL of methylene chloride was added 3-nitrobenzenesulfonyl chloride (4.51 mmol, 1.0 g) in one portion. The reaction mixture was stirred 16 hr and diluted with methylene chloride and water. The aqueous layer was separated and extracted once with methylene chloride. The combined organic layers were extracted once with a saturated solution of aqueous sodium carbonate, once with water, and th... The reactants are FC1=C(C(=O)O)C=C(C=C1[N+](=O)[O-])I (2-Fluoro-5-iodo-3-nitro-benzoic acid), O=S(Cl)Cl (SOCl2), CO (MeOH). Product: COC(C1=C(C(=CC(=C1)I)[N+](=O)[O-])F)=O (2-fluoro-5-iodo-3-nitro-benzoic acid methyl ester). The yield is 96.0%. Reaction SMILES: [F:1][C:2]1[C:10]([N+:11]([O-:13])=[O:12])=[CH:9][C:8]([I:14])=[CH:7][C:3]=1[C:4]([OH:6])=[O:5].O=S(Cl)Cl.[CH3:19]O>>[CH3:19][O:5][C:4](=[O:6])[C:3]1[CH:7]=[C:8]([I:14])[CH:9]=[C:10]([N+:11]([O-:13])=[O:12])[C:2]=1[F:1]. Procedure: 2-Fluoro-5-iodo-3-nitro-benzoic acid (2.0 g, 6.43 mmol) and SOCl2 (918 mg, 7.72 mmol) were added to 20 mL MeOH, and the mixture was refluxed for two hours and then cooled to room temperature. Solvent was evaporated under reduced pressure and the residue was dissolved in EtOAa. The EtOAc solution was washed with brine, dried over NaSO4, filtered and concentrated under reduced pressure to give 2.0 g (96%) of 2-fluoro-5-iodo-3-nitro-benzoic acid methyl ester. Reactants: C(C)(C)C1C(C2=C(C(=C(C=C2C1)OC)Cl)Cl)=O (2-isopropyl-5-methoxy-6,7-dichloro-1-indanone), [H-].[Na+] (sodium hydride), CI (methyl iodide). RXN SMILES: [CH:1]([CH:4]1[CH2:12][C:11]2[C:6](=[C:7]([Cl:16])[C:8]([Cl:15])=[C:9]([O:13][CH3:14])[CH:10]=2)[C:5]1=[O:17])([CH3:3])[CH3:2].[H-].[Na+].[CH3:20]I>COCCOC>[CH3:20][C:4]1([CH:1]([CH3:3])[CH3:2])[CH2:12][C:11]2[C:6](=[C:7]([Cl:16])[C:8]([Cl:15])=[C:9]([O:13][CH3:14])[CH:10]=2)[C:5]1=[O:17] |f:1.2|. The product is CC1(C(C2=C(C(=C(C=C2C1)OC)Cl)Cl)=O)C(C)C (2-Methyl-2-isopropyl-5-methoxy-6,7-dichloro-1-indanone). Procedure: A stirred suspension of 2-isopropyl-5-methoxy-6,7-dichloro-1-indanone (7.3 g., 0.025 mole) and sodium hydride (810 mg., 0.028 mole) in anhydrous 1,2-dimethoxyethane(250 ml.) is heated in an inert atmosphere at 80°-85° C. for 1 hour, cooled to 30° C. and treated with methyl iodide (6 ml.). The reaction mixture is heated to 80° C., then the solvent is distilled at reduced pressure and the residue poured into ice water. The 2-methyl-2-isopropyl-5-methoxy-6,7-dichloro-1-indanone which separates (7.0... The solvent is COCCOC (1,2-dimethoxyethane). Reaction conditions: temperature 30 celsius. Product: Nc1ncnc2c1c(=O)ccn2Cc1cc2cccc(Cl)c2nc1-c1ccccc1Cl. The reactants are O=C([O-])[O-], ClCc1cc2cccc(Cl)c2nc1-c1ccccc1Cl, [Cs+], [Cs+], Nc1ncnc2[nH]ccc(=O)c12, CN(C)C=O. RXN SMILES: [C:13](=[O:14])([O-:15])[O-:16].[Cl:19][c:20]1[cH:21][cH:22][cH:23][c:24]2[cH:25][c:26]([CH2:37][Cl:38])[c:27](-[c:30]3[c:31]([Cl:36])[cH:32][cH:33][cH:34][cH:35]3)[n:28][c:29]12.[Cs+:17].[Cs+:18].[NH2:1][c:2]1[c:3]2[c:4]([n:5][cH:6][n:7]1)[nH:8][cH:9][cH:10][c:11]2=[O:12].[O:39]=[CH:40][N:41]([CH3:42])[CH3:43]>>[NH2:1][c:2]1[c:3]2[c:4]([n:5][cH:6][n:7]1)[n:8]([CH2:37][c:26]1[cH:25][c:24]3[cH:23][cH:22][cH:21][c:20]([Cl:19])[c:29]3[n:28][c:27]1-[c:30]1[c:31]([Cl:36])[cH:32][cH:33][cH:34][cH:35]1)[cH:9][cH:10][c:11]2=[O:12]. The product is Cc1cc2c(s1)Nc1ccccc1N=C2N1CCN(C)C(CCc2cccnc2)C1. RXN SMILES: [C:35]([O:36][BH-:37]([O:38][C:39](=[O:40])[CH3:41])[O:42][C:43](=[O:44])[CH3:45])(=[O:46])[CH3:47].[C:49](=[O:50])([OH:51])[O-:52].[CH2:30]=[O:31].[CH2:32]([Cl:33])[Cl:34].[CH3:1][c:2]1[cH:3][c:4]2[c:10]([s:11]1)[NH:9][c:8]1[c:7]([cH:15][cH:14][cH:13][cH:12]1)[N:6]=[C:5]2[N:16]1[CH2:17][CH:18]([CH2:22][CH2:23][c:24]2[cH:25][n:26][cH:27][cH:28][cH:29]2)[NH:19][CH2:20][CH2:21]1.[Na+:48].[Na+:53]>>[CH3:1][c:2]1[cH:3][c:4]2[c:10]([s:11]1)[NH:9][c:8]1[c:7]([cH:15][cH:14][cH:13][cH:12]1)[N:6]=[C:5]2[N:16]1[CH2:17][CH:18]([CH2:22][CH2:23][c:24]2[cH:25][n:26][cH:27][cH:28][cH:29]2)[N:19]([CH3:32])[CH2:20][CH2:21]1. Starting materials: CC(=O)O[BH-](OC(C)=O)OC(C)=O, O=C([O-])O, C=O, ClCCl, Cc1cc2c(s1)Nc1ccccc1N=C2N1CCNC(CCc2cccnc2)C1, [Na+], [Na+].